This data is from the Open Reaction Database (ORD), a public repository of structured organic reaction records. The task is: describe an organic reaction: reactants, conditions, products, and yield Starting materials: C1CCOC1, COC(=O)c1cc(OCc2ccccc2)cc(OC(C)C)c1, CO, [Na+], [OH-]. Yields the product CC(C)Oc1cc(OCc2ccccc2)cc(C(=O)O)c1. As a reaction SMILES: [CH2:23]1[O:24][CH2:25][CH2:26][CH2:27]1.[CH3:1][CH:2]([CH3:3])[O:4][c:5]1[cH:6][c:7]([C:8](=[O:9])[O:10][CH3:11])[cH:12][c:13]([O:15][CH2:16][c:17]2[cH:18][cH:19][cH:20][cH:21][cH:22]2)[cH:14]1.[CH3:30][OH:31].[Na+:29].[OH-:28]>>[CH3:1][CH:2]([CH3:3])[O:4][c:5]1[cH:6][c:7]([C:8](=[O:9])[OH:10])[cH:12][c:13]([O:15][CH2:16][c:17]2[cH:18][cH:19][cH:20][cH:21][cH:22]2)[cH:14]1. The reactants are CCCCc1ccc(N)c(F)c1, C1CCOC1, C[Si](C)(C)[N-][Si](C)(C)C, O=C(O)c1ccc(F)c(F)c1F, [Li+]. RXN SMILES: [CH2:13]([CH2:14][CH2:15][CH3:16])[c:17]1[cH:18][c:19]([F:24])[c:20]([NH2:21])[cH:22][cH:23]1.[CH2:35]1[O:36][CH2:37][CH2:38][CH2:39]1.[CH3:26][Si:27]([N-:28][Si:29]([CH3:30])([CH3:31])[CH3:32])([CH3:33])[CH3:34].[F:1][c:2]1[c:3]([C:4](=[O:5])[OH:6])[cH:7][cH:8][c:9]([F:12])[c:10]1[F:11].[Li+:25]>>[c:2]1([NH:21][c:20]2[c:19]([F:24])[cH:18][c:17]([CH2:13][CH2:14][CH2:15][CH3:16])[cH:23][cH:22]2)[c:3]([C:4](=[O:5])[OH:6])[cH:7][cH:8][c:9]([F:12])[c:10]1[F:11]. Product: CCCCc1ccc(Nc2c(C(=O)O)ccc(F)c2F)c(F)c1.